describe an organic reaction: reactants, conditions, products, and yield From a dataset of the Open Reaction Database (ORD), a public repository of structured organic reaction records. Starting materials: COCc1c(C(=O)OCCN2CCOCC2)ncc2[nH]c3ccccc3c12, [H-], O=[N+]([O-])c1cc(CCl)cc([N+](=O)[O-])c1, [Na+], CN(C)C=O. Product: COCc1c(C(=O)OCCN2CCOCC2)ncc2c1c1ccccc1n2Cc1cc([N+](=O)[O-])cc([N+](=O)[O-])c1. As a reaction SMILES: [CH3:1][O:2][CH2:3][c:4]1[c:5]([C:17](=[O:18])[O:19][CH2:20][CH2:21][N:22]2[CH2:23][CH2:24][O:25][CH2:26][CH2:27]2)[n:6][cH:7][c:8]2[nH:9][c:10]3[cH:11][cH:12][cH:13][cH:14][c:15]3[c:16]12.[H-:28].[N+:30](=[O:31])([O-:32])[c:33]1[cH:34][c:35]([CH2:36][Cl:37])[cH:38][c:39]([N+:41](=[O:42])[O-:43])[cH:40]1.[Na+:29].[O:44]=[CH:45][N:46]([CH3:47])[CH3:48]>>[CH3:1][O:2][CH2:3][c:4]1[c:5]([C:17](=[O:18])[O:19][CH2:20][CH2:21][N:22]2[CH2:23][CH2:24][O:25][CH2:26][CH2:27]2)[n:6][cH:7][c:8]2[n:9]([CH2:36][c:35]3[cH:34][c:33]([N+:30](=[O:31])[O-:32])[cH:40][c:39]([N+:41](=[O:42])[O-:43])[cH:38]3)[c:10]3[cH:11][cH:12][cH:13][cH:14][c:15]3[c:16]12. Starting materials: CCO, [H][H], O=[N+]([O-])c1cccc(CN2CCOCC2)c1. The product is Nc1cccc(CN2CCOCC2)c1. Reaction SMILES: [CH3:19][CH2:20][OH:21].[H:17][H:18].[N+:1]([O-:2])(=[O:3])[c:4]1[cH:5][c:6]([CH2:7][N:8]2[CH2:9][CH2:10][O:11][CH2:12][CH2:13]2)[cH:14][cH:15][cH:16]1>>[NH2:1][c:4]1[cH:5][c:6]([CH2:7][N:8]2[CH2:9][CH2:10][O:11][CH2:12][CH2:13]2)[cH:14][cH:15][cH:16]1. The reactants are O=C([O-])[O-], COS(=O)(=O)OC, CC(C)=O, O=c1cc(C(F)(F)F)[nH]c(=O)n1Cc1cc([N+](=O)[O-])cc(Cl)c1Cl, [K+], [K+]. Product: Cn1c(C(F)(F)F)cc(=O)n(Cc2cc([N+](=O)[O-])cc(Cl)c2Cl)c1=O. As a reaction SMILES: [C:32](=[O:33])([O-:34])[O-:35].[CH3:25][O:26][S:27]([O:28][CH3:29])(=[O:30])=[O:31].[CH3:38][C:39](=[O:40])[CH3:41].[Cl:1][c:2]1[c:3]([CH2:12][n:13]2[c:14](=[O:24])[nH:15][c:16]([C:20]([F:21])([F:22])[F:23])[cH:17][c:18]2=[O:19])[cH:4][c:5]([N+:9](=[O:10])[O-:11])[cH:6][c:7]1[Cl:8].[K+:36].[K+:37]>>[Cl:1][c:2]1[c:3]([CH2:12][n:13]2[c:14](=[O:24])[n:15]([CH3:25])[c:16]([C:20]([F:21])([F:22])[F:23])[cH:17][c:18]2=[O:19])[cH:4][c:5]([N+:9](=[O:10])[O-:11])[cH:6][c:7]1[Cl:8]. Starting materials: C(C)OC(CC1=CC(=C(C=C1)OC)OC1=C(C=C(C=C1)[N+](=O)[O-])CN(CC)C(=O)C1CC1)=O ((3-{2-[(cyclopropanecarbonyl-ethyl-amino)-methyl]-4-nitro-phenoxy}-4-methoxy-phenyl)-acetic acid ethyl ester), C (DARCO), CN(N)C (1,1-dimethylhydrazine), ferric chloride. Yields the product C(C)OC(CC1=CC(=C(C=C1)OC)OC1=C(C=C(C=C1)N)CN(CC)C(=O)C1CC1)=O ((3-{4-Amino-2-[(cyclopropanecarbonyl-ethyl-amino)-methyl]-phenoxy}-4-methoxy-phenyl)-acetic acid ethyl ester). As a reaction SMILES: [CH2:1]([O:3][C:4](=[O:33])[CH2:5][C:6]1[CH:11]=[CH:10][C:9]([O:12][CH3:13])=[C:8]([O:14][C:15]2[CH:20]=[CH:19][C:18]([N+:21]([O-])=O)=[CH:17][C:16]=2[CH2:24][N:25]([C:28]([CH:30]2[CH2:32][CH2:31]2)=[O:29])[CH2:26][CH3:27])[CH:7]=1)[CH3:2].CN(C)N.C>>[CH2:1]([O:3][C:4](=[O:33])[CH2:5][C:6]1[CH:11]=[CH:10][C:9]([O:12][CH3:13])=[C:8]([O:14][C:15]2[CH:20]=[CH:19][C:18]([NH2:21])=[CH:17][C:16]=2[CH2:24][N:25]([C:28]([CH:30]2[CH2:31][CH2:32]2)=[O:29])[CH2:26][CH3:27])[CH:7]=1)[CH3:2]. Procedure details: Prepared according to the procedure described in Example 42, Step 4, using the following starting materials: (3-{2-[(cyclopropanecarbonyl-ethyl-amino)-methyl]-4-nitro-phenoxy}-4-methoxy-phenyl)-acetic acid ethyl ester, 1,1-dimethylhydrazine, ferric chloride, and DARCO. Starting materials: C(N)(=O)C=1C(=NN2C1CN(CC2)C(=O)NC2CCN(CC2)C(=O)OC(C)(C)C)C2=CC(=CC=C2)F (tert-Butyl 4-(3-carbamoyl-2-(3-fluorophenyl)-4,5,6,7-tetrahydropyrazolo[1,5-a]pyrazine-5-carboxamido)piperidine-1-carboxylate), C(=O)(C(F)(F)F)O (TFA). Solvent: C(Cl)Cl (DCM). Run at time 4 hour. The product is FC=1C=C(C=CC1)C1=NN2C(CN(CC2)C(=O)NC2CCNCC2)=C1C(=O)N (2-(3-Fluorophenyl)-N5-(piperidin-4-yl)-6,7-dihydropyrazolo[1,5-a]pyrazine-3,5(4H)-dicarboxamide). Isolated yield 83.9%. RXN SMILES: [C:1]([C:4]1[C:5]([C:29]2[CH:34]=[CH:33][CH:32]=[C:31]([F:35])[CH:30]=2)=[N:6][N:7]2[CH2:12][CH2:11][N:10]([C:13]([NH:15][CH:16]3[CH2:21][CH2:20][N:19](C(OC(C)(C)C)=O)[CH2:18][CH2:17]3)=[O:14])[CH2:9][C:8]=12)(=[O:3])[NH2:2].C(O)(C(F)(F)F)=O>C(Cl)Cl>[F:35][C:31]1[CH:30]=[C:29]([C:5]2[C:4]([C:1]([NH2:2])=[O:3])=[C:8]3[CH2:9][N:10]([C:13]([NH:15][CH:16]4[CH2:17][CH2:18][NH:19][CH2:20][CH2:21]4)=[O:14])[CH2:11][CH2:12][N:7]3[N:6]=2)[CH:34]=[CH:33][CH:32]=1. Reported procedure: To a solution of Intermediate 97A (300 mg, 0.617 mmol) in DCM (3 mL) was added TFA (0.238 mL, 3.08 mmol) at 0° C. and the reaction mixture was stirred at room temperature for 4 h. The reaction mixture was concentrated and the resultant residue was basified to pH=8.0 with 10% NaHCO3 solution. The aqueous layer was extracted with DCM (3×5 mL) and the combined organic layer was washed with water (2×5 mL), brine, dried over Na2SO4, filtered and concentrated to afford Intermediate 97B (200 mg, 80%) a... Starting materials: ClC1=CC=NC2=C(C=CC=C12)F (4-chloro-8-fluoroquinoline), [N-]=[N+]=[N-].[Na+] (sodium azide). Reagents/catalysts: [Br-].C(CCC)[N+](CCCC)(CCCC)CCCC (tetrabutyl ammonium bromide). Run in ClCCl (dichloromethane), O (water). The product is N(=[N+]=[N-])C1=CC=NC2=C(C=CC=C12)F (4-Azido-8-fluoroquinoline). The yield is 93.2%. RXN SMILES: Cl[C:2]1[C:11]2[C:6](=[C:7]([F:12])[CH:8]=[CH:9][CH:10]=2)[N:5]=[CH:4][CH:3]=1.[N-:13]=[N+:14]=[N-:15].[Na+]>[Br-].C([N+](CCCC)(CCCC)CCCC)CCC.ClCCl.O>[N:13]([C:2]1[C:11]2[C:6](=[C:7]([F:12])[CH:8]=[CH:9][CH:10]=2)[N:5]=[CH:4][CH:3]=1)=[N+:14]=[N-:15] |f:1.2,3.4|. Reported procedure: A mixture of 2.08 g (0.0114 mol) of 4-chloro-8-fluoroquinoline, 1.12 g (0.0172 mol) of sodium azide, and 4.10 g ((0.0127 mol) of tetrabutyl ammonium bromide in 70 mL of dichloromethane and 25 mL of water was refluxed overnight. The layers were then separated and the organic layer was washed once with water, passed through phase separating paper, and concentrated to an oil, which was triturated with ether. The solid was filtered and the filtrate was concentrated to give 2.0 g of the title product... Starting materials: solution, CSC.B (borane dimethylsulfide), C[Si](CCCC(=O)O)(C)C (4-(trimethylsilyl)-butanoic acid). Solvent: O1CCCC1 (tetrahydrofuran). Yields the product C[Si](CCCCO)(C)C (4-(trimethylsilyl)-1-butanol). Isolated yield 71.9%. RXN SMILES: CSC.B.[CH3:5][Si:6]([CH3:14])([CH3:13])[CH2:7][CH2:8][CH2:9][C:10](O)=[O:11]>O1CCCC1>[CH3:5][Si:6]([CH3:14])([CH3:13])[CH2:7][CH2:8][CH2:9][CH2:10][OH:11] |f:0.1|. Procedure details: 1.5 ml (11.4 mmol) of a 1 molar solution of borane dimethylsulfide was added to a cooled (0° C.) solution of 0.61 g (3.8 mmol) of 4-(trimethylsilyl)-butanoic acid in 20 ml of dry tetrahydrofuran. After work-up using the standard procedure (methanol, tetramethylethylene diamine) and flash chromatography purification on silica gel eluted with a 9:1 mixture of hexane and ethyl acetate, 0.4 g of 4-(trimethylsilyl)-1-butanol was obtained as a colorless liquid. The reactants are C(C)(=O)OC[C@H]1CN(C(O1)=O)C1=CC(=CC=C1)F (5(R)-acetoxymethyl-3-(3-fluorophenyl)oxazolidin-2-one), ICl (iodine monochloride). Run in C(C)(=O)O (acetic acid). Run at time 18 hour. Product: C(C)(=O)OC[C@H]1CN(C(O1)=O)C1=CC(=C(C=C1)I)F (5(R)-acetoxymethyl-3-(3-fluoro-4-iodophenyl)oxazolidin-2-one). Reaction SMILES: [C:1]([O:4][CH2:5][C@@H:6]1[O:10][C:9](=[O:11])[N:8]([C:12]2[CH:17]=[CH:16][CH:15]=[C:14]([F:18])[CH:13]=2)[CH2:7]1)(=[O:3])[CH3:2].[I:19]Cl>C(O)(=O)C>[C:1]([O:4][CH2:5][C@@H:6]1[O:10][C:9](=[O:11])[N:8]([C:12]2[CH:17]=[CH:16][C:15]([I:19])=[C:14]([F:18])[CH:13]=2)[CH2:7]1)(=[O:3])[CH3:2]. Procedure details: To a solution of 5(R)-acetoxymethyl-3-(3-fluorophenyl)oxazolidin-2-one (6.33 g) in acetic acid (40 mL) was added iodine monochloride (1.91 mL), the mixture was stirred at room temperature for 18 hours, and then concentrated in vacuo. The resulting residue was dissolved with ethyl acetate, the mixture was washed with aqueous sodium hydrogencarbonate solution, 20% sodium sulfite solution and brine, dried over anhydrous sodium sulfate, filtered, and then concentrated in vacuo to give crude 5(R)-ace... Reactants: CO, O=Cc1ccc2n1-c1ccc(Cl)cc1OC21CCN(C(=O)C(F)(F)F)CC1, [K+], [K+], O=C([O-])[O-], O. Yields the product O=Cc1ccc2n1-c1ccc(Cl)cc1OC21CCNCC1. As a reaction SMILES: [CH3:35][OH:36].[Cl:1][c:2]1[cH:3][c:4]2[c:5]([cH:26][cH:27]1)-[n:6]1[c:7]([cH:8][cH:9][c:10]1[CH:11]=[O:12])[C:13]1([CH2:14][CH2:15][N:16]([C:19](=[O:20])[C:21]([F:22])([F:23])[F:24])[CH2:17][CH2:18]1)[O:25]2.[K+:28].[K+:29].[O-:30][C:31]([O-:32])=[O:33].[OH2:34]>>[Cl:1][c:2]1[cH:3][c:4]2[c:5]([cH:26][cH:27]1)-[n:6]1[c:7]([cH:8][cH:9][c:10]1[CH:11]=[O:12])[C:13]1([CH2:14][CH2:15][NH:16][CH2:17][CH2:18]1)[O:25]2.